This data is from the Open Reaction Database (ORD), a public repository of structured organic reaction records. The task is: describe an organic reaction: reactants, conditions, products, and yield Reactants: CCO, CC(=O)O, CCCCCC, O, COC1CC2(C)C(=O)CCC2C2CCc3cc(O)ccc3C12, Cc1ccc(S(=O)(=O)NN)cc1. Yields the product COC1CC2(C)C(=NNS(=O)(=O)c3ccc(C)cc3)CCC2C2CCc3cc(O)ccc3C12. As a reaction SMILES: [CH3:36][CH2:37][OH:38].[CH3:39][C:40](=[O:41])[OH:42].[CH3:43][CH2:44][CH2:45][CH2:46][CH2:47][CH3:48].[OH2:35].[OH:1][c:2]1[cH:3][c:4]2[c:17]([cH:18][cH:19]1)[CH:16]1[CH:7]([CH2:6][CH2:5]2)[CH:8]2[CH2:9][CH2:10][C:11](=[O:22])[C:12]2([CH3:13])[CH2:14][CH:15]1[O:20][CH3:21].[c:23]1([CH3:34])[cH:24][cH:25][c:26]([S:29](=[O:30])(=[O:31])[NH:32][NH2:33])[cH:27][cH:28]1>>[OH:1][c:2]1[cH:3][c:4]2[c:17]([cH:18][cH:19]1)[CH:16]1[CH:7]([CH2:6][CH2:5]2)[CH:8]2[CH2:9][CH2:10][C:11](=[N:33][NH:32][S:29]([c:26]3[cH:25][cH:24][c:23]([CH3:34])[cH:28][cH:27]3)(=[O:30])=[O:31])[C:12]2([CH3:13])[CH2:14][CH:15]1[O:20][CH3:21]. The reactants are COc1cc(N)cc(-n2cnnn2)c1, NC(=O)c1cnc(NC2CCCCC2N)nc1Nc1ccc(-c2ccno2)cc1. The product is COc1cc(Nc2nc(NC3CCCCC3N)ncc2C(N)=O)cc(-n2cnnn2)c1. RXN SMILES: [CH3:30][O:31][c:32]1[cH:33][c:34]([NH2:35])[cH:36][c:37](-[n:39]2[n:40][n:41][n:42][cH:43]2)[cH:38]1.[NH2:1][CH:2]1[CH:3]([NH:8][c:9]2[n:10][cH:11][c:12]([C:27](=[O:28])[NH2:29])[c:13]([NH:15][c:16]3[cH:17][cH:18][c:19](-[c:20]4[o:21][n:22][cH:23][cH:24]4)[cH:25][cH:26]3)[n:14]2)[CH2:4][CH2:5][CH2:6][CH2:7]1>>[NH2:1][CH:2]1[CH:3]([NH:8][c:9]2[n:10][cH:11][c:12]([C:27](=[O:28])[NH2:29])[c:13]([NH:35][c:34]3[cH:33][c:32]([O:31][CH3:30])[cH:38][c:37](-[n:39]4[n:40][n:41][n:42][cH:43]4)[cH:36]3)[n:14]2)[CH2:4][CH2:5][CH2:6][CH2:7]1. The reactants are O=C([O-])[O-], CCOC(=O)C1C(C(=O)Nc2ccc(Cl)cc2)C1C(=O)Nc1ccc(-n2ccc(O)cc2=O)cc1F, COS(=O)(=O)OC, CC(C)=O, [K+], [K+]. The product is CCOC(=O)C1C(C(=O)Nc2ccc(Cl)cc2)C1C(=O)Nc1ccc(-n2ccc(OC)cc2=O)cc1F. Reaction SMILES: [C:37](=[O:38])([O-:39])[O-:40].[CH2:1]([CH3:2])[O:3][C:4](=[O:5])[CH:6]1[CH:7]([C:27]([NH:28][c:29]2[cH:30][cH:31][c:32]([Cl:35])[cH:33][cH:34]2)=[O:36])[CH:8]1[C:9]([NH:10][c:11]1[c:12]([F:25])[cH:13][c:14](-[n:17]2[c:18](=[O:24])[cH:19][c:20]([OH:23])[cH:21][cH:22]2)[cH:15][cH:16]1)=[O:26].[CH3:43][O:44][S:45]([O:46][CH3:47])(=[O:48])=[O:49].[CH3:50][C:51](=[O:52])[CH3:53].[K+:41].[K+:42]>>[CH2:1]([CH3:2])[O:3][C:4](=[O:5])[CH:6]1[CH:7]([C:27]([NH:28][c:29]2[cH:30][cH:31][c:32]([Cl:35])[cH:33][cH:34]2)=[O:36])[CH:8]1[C:9]([NH:10][c:11]1[c:12]([F:25])[cH:13][c:14](-[n:17]2[c:18](=[O:24])[cH:19][c:20]([O:23][CH3:37])[cH:21][cH:22]2)[cH:15][cH:16]1)=[O:26]. The reactants are CCO, CCOC(=O)c1cnn(Cc2nc(-c3cccc(OCC(F)(F)F)c3)cs2)c1, [Na+], [OH-], O. Product: O=C(O)c1cnn(Cc2nc(-c3cccc(OCC(F)(F)F)c3)cs2)c1. RXN SMILES: [CH3:32][CH2:33][OH:34].[F:1][C:2]([CH2:3][O:4][c:5]1[cH:6][c:7](-[c:11]2[n:12][c:13]([CH2:16][n:17]3[n:18][cH:19][c:20]([C:22](=[O:23])[O:24][CH2:25][CH3:26])[cH:21]3)[s:14][cH:15]2)[cH:8][cH:9][cH:10]1)([F:27])[F:28].[Na+:30].[OH-:29].[OH2:31]>>[F:1][C:2]([CH2:3][O:4][c:5]1[cH:6][c:7](-[c:11]2[n:12][c:13]([CH2:16][n:17]3[n:18][cH:19][c:20]([C:22](=[O:23])[OH:24])[cH:21]3)[s:14][cH:15]2)[cH:8][cH:9][cH:10]1)([F:27])[F:28]. Reactants: COc1ccc(CNc2ccc(C#N)cc2Nc2ncc([N+](=O)[O-])c(SC#N)n2)c(OC)c1, CS(C)=O, CCN(C(C)C)C(C)C, Cl, NC1CCOc2ccc(F)cc21, O. Product: COc1ccc(CNc2ccc(C#N)cc2Nc2ncc([N+](=O)[O-])c(NC3CCOc4ccc(F)cc43)n2)c(OC)c1. As a reaction SMILES: [CH3:1][O:2][c:3]1[c:4]([CH2:5][NH:6][c:7]2[c:8]([NH:15][c:16]3[n:17][cH:18][c:19]([N+:25](=[O:26])[O-:27])[c:20]([S:22][C:23]#[N:24])[n:21]3)[cH:9][c:10]([C:11]#[N:12])[cH:13][cH:14]2)[cH:28][cH:29][c:30]([O:32][CH3:33])[cH:31]1.[CH3:48][S:49]([CH3:50])=[O:51].[CH:52]([N:53]([CH2:54][CH3:55])[CH:56]([CH3:57])[CH3:58])([CH3:59])[CH3:60].[ClH:34].[F:35][c:36]1[cH:37][c:38]2[c:43]([cH:44][cH:45]1)[O:42][CH2:41][CH2:40][CH:39]2[NH2:46].[OH2:47]>>[CH3:1][O:2][c:3]1[c:4]([CH2:5][NH:6][c:7]2[c:8]([NH:15][c:16]3[n:17][cH:18][c:19]([N+:25](=[O:26])[O-:27])[c:20]([NH:46][CH:39]4[c:38]5[cH:37][c:36]([F:35])[cH:45][cH:44][c:43]5[O:42][CH2:41][CH2:40]4)[n:21]3)[cH:9][c:10]([C:11]#[N:12])[cH:13][cH:14]2)[cH:28][cH:29][c:30]([O:32][CH3:33])[cH:31]1. Reactants: [H-].[Na+] (Sodium hydride), C(CC)NC(\C=C\C1=CC=C2C=CNC2=C1)=O (E-N-propylindole-6-acrylamide), BrCC1=C(C=C(C(=O)OC)C=C1)OC (methyl 4-bromomethyl-3-methoxybenzoate). Solvent: CN(C=O)C (N,N-dimethylformamide), CN(C=O)C (N,N-dimethylformamide). Reaction conditions: time 1 hour. Product: C(CC)NC(=O)/C=C/C1=CC=C2C=CN(C2=C1)CC1=C(C=C(C(=O)OC)C=C1)OC (methyl E-4-[6-[2-(propylcarbamoyl)vinyl]indol-1-ylmethyl]-3-methoxybenzoate). Isolated yield 62.9%. As a reaction SMILES: [H-].[Na+].[CH2:3]([NH:6][C:7](=[O:19])/[CH:8]=[CH:9]/[C:10]1[CH:18]=[C:17]2[C:13]([CH:14]=[CH:15][NH:16]2)=[CH:12][CH:11]=1)[CH2:4][CH3:5].Br[CH2:21][C:22]1[CH:31]=[CH:30][C:25]([C:26]([O:28][CH3:29])=[O:27])=[CH:24][C:23]=1[O:32][CH3:33]>CN(C)C=O>[CH2:3]([NH:6][C:7](/[CH:8]=[CH:9]/[C:10]1[CH:18]=[C:17]2[C:13]([CH:14]=[CH:15][N:16]2[CH2:21][C:22]2[CH:31]=[CH:30][C:25]([C:26]([O:28][CH3:29])=[O:27])=[CH:24][C:23]=2[O:32][CH3:33])=[CH:12][CH:11]=1)=[O:19])[CH2:4][CH3:5] |f:0.1|. Procedure: Sodium hydride (0.12 g of a 60% dispersion in mineral oil) was added to a stirred solution of E-N-propylindole-6-acrylamide (0.7 g) in N,N-dimethylformamide (35 ml) cooled by an ice bath. After approximately 1 hr, a solution of methyl 4-bromomethyl-3-methoxybenzoate (0.79 g) (see Example 1, part 1) in N,N-dimethylformamide (2 ml) was added, the cooling bath removed and the mixture stirred for 1 hr. The mixture was poured into ice and extracted with ethyl acetate. The extracts were washed with br... Starting materials: FC1=C(C=C2C=C(NC2=C1)C(CC(=O)OCC)(C)C)[N+](=O)[O-] (ethyl 3-(6-fluoro-5-nitro-1H-indol-2-yl)-3-methylbutanoate), CC(C)C[AlH]CC(C)C (DIBAL-H). The solvent is C(Cl)Cl (CH2Cl2). Reaction conditions: temperature -78 celsius, time 10 hour. Yields the product FC1=C(C=C2C=C(NC2=C1)C(CCO)(C)C)[N+](=O)[O-] (3-(6-fluoro-5-nitro-1H-indol-2-yl)-3-methylbutan-1-ol). Isolated yield 22.5%. Reaction SMILES: [F:1][C:2]1[CH:10]=[C:9]2[C:5]([CH:6]=[C:7]([C:11]([CH3:19])([CH3:18])[CH2:12][C:13](OCC)=[O:14])[NH:8]2)=[CH:4][C:3]=1[N+:20]([O-:22])=[O:21].CC(C[AlH]CC(C)C)C>C(Cl)Cl>[F:1][C:2]1[CH:10]=[C:9]2[C:5]([CH:6]=[C:7]([C:11]([CH3:19])([CH3:18])[CH2:12][CH2:13][OH:14])[NH:8]2)=[CH:4][C:3]=1[N+:20]([O-:22])=[O:21]. Reported procedure: To a solution of ethyl 3-(6-fluoro-5-nitro-1H-indol-2-yl)-3-methylbutanoate (34 g, 0.11 mol) in dry CH2Cl2 (400 mL) was added drop-wise DIBAL-H (283.4 mL, 0.27 mol) over 2 hours at −78° C. The reaction mixture was stirred for 10 hours at −78° C. and then quenched by adding water (200 mL). The precipitate was filtered off and washed with methanol. The filtrate was extracted with CH2Cl2 (200 mL×3), the combined organic layers were washed with brine, dried over anhydrous Na2SO4 and concentrated und...